This data is from the Open Reaction Database (ORD), a public repository of structured organic reaction records. The task is: describe an organic reaction: reactants, conditions, products, and yield Reactants: C1CNCCN1, CS(C)=O, CCCSc1ncnc2c(N3CCCCC3)nc(Cl)nc12. Yields the product CCCSc1ncnc2c(N3CCCCC3)nc(N3CCNCC3)nc12. As a reaction SMILES: [CH2:22]1[CH2:23][NH:24][CH2:25][CH2:26][NH:27]1.[CH3:28][S:29]([CH3:30])=[O:31].[Cl:1][c:2]1[n:3][c:4]([N:16]2[CH2:17][CH2:18][CH2:19][CH2:20][CH2:21]2)[c:5]2[c:6]([n:7]1)[c:8]([S:12][CH2:13][CH2:14][CH3:15])[n:9][cH:10][n:11]2>>[c:2]1([N:24]2[CH2:23][CH2:22][NH:27][CH2:26][CH2:25]2)[n:3][c:4]([N:16]2[CH2:17][CH2:18][CH2:19][CH2:20][CH2:21]2)[c:5]2[c:6]([n:7]1)[c:8]([S:12][CH2:13][CH2:14][CH3:15])[n:9][cH:10][n:11]2. The reactants are ClC=1C=CC2=C(C(=NCC(N2)=S)C2=CC=CC=C2)C1 (7-chloro-1,3-dihydro-5-phenyl-2H-1,4-benzodiazepine-2-thione), C(=O)NN (formic acid hydrazide). Solvent: C(CCC)O (1-butanol). Yields the product ClC=1C=CC2=C(C(=NCC=3N2C=NN3)C3=CC=CC=C3)C1 (8-chloro-6-phenyl-4H-s-triazolo[4,3-a][1,4]benzodiazepine). As a reaction SMILES: [Cl:1][C:2]1[CH:3]=[CH:4][C:5]2[NH:11][C:10](=S)[CH2:9][N:8]=[C:7]([C:13]3[CH:18]=[CH:17][CH:16]=[CH:15][CH:14]=3)[C:6]=2[CH:19]=1.[CH:20]([NH:22][NH2:23])=O>C(O)CCC>[Cl:1][C:2]1[CH:3]=[CH:4][C:5]2[N:11]3[CH:20]=[N:22][N:23]=[C:10]3[CH2:9][N:8]=[C:7]([C:13]3[CH:18]=[CH:17][CH:16]=[CH:15][CH:14]=3)[C:6]=2[CH:19]=1. Reported procedure: A mixture of 5.74 g. (0.020 mole) of 7-chloro-1,3-dihydro-5-phenyl-2H-1,4-benzodiazepine-2-thione, 3.6 g. (0.060 mole) of formic acid hydrazide and 200 ml. of 1-butanol was refluxed for 3.75 hours with a slow stream of nitrogen bubbling through the mixture. The mixture was concentrated, the residue was suspended in water, and the suspension was filtered. The filter cake consisted principally of unchanged starting material. The filtrate was concentrated, ethyl acetate and Skellysolve B hexanes be... Reactants: O=C([O-])O, COC(=O)C1=CCC(C)N(Cc2ccccc2)C1, C1CCOC1, CC(=O)[O-], C=CCOC(=O)Cl, [Na+]. The product is C=CCOC(=O)N1CC(C(=O)OC)=CCC1C. Reaction SMILES: [C:26](=[O:27])([O-:28])[OH:29].[CH2:1]([c:2]1[cH:3][cH:4][cH:5][cH:6][cH:7]1)[N:8]1[CH2:9][C:10]([C:15](=[O:16])[O:17][CH3:18])=[CH:11][CH2:12][CH:13]1[CH3:14].[CH2:35]1[O:36][CH2:37][CH2:38][CH2:39]1.[CH3:31][C:32](=[O:33])[O-:34].[Cl:19][C:20](=[O:21])[O:22][CH2:23][CH:24]=[CH2:25].[Na+:30]>>[N:8]1([C:20](=[O:21])[O:22][CH2:23][CH:24]=[CH2:25])[CH2:9][C:10]([C:15](=[O:16])[O:17][CH3:18])=[CH:11][CH2:12][CH:13]1[CH3:14]. The reactants are FC=1C=C(C=CC1)[C@@](CCCCOC)(O)[C@H]1CN(CCC1)C(=O)NC(CN(C(=O)OCC[Si](C)(C)C)C)CC1(CCCCC1)O ((3R)-3-((S)-1-(3-fluorophenyl)-1-hydroxy-5-methoxypentyl)-N-(3-(1-hydroxycyclohexyl)-1-(N-methyl-N-(2-(trimethylsilyl)ethoxycarbonyl)amino)propan-2-yl)-piperidine-1-carboxamide), [N+](CC)(CC)(CC)CC.[F-] (Et4NF). Solvent: C1CCOC1 (THF). Conditions: temperature 45 celsius, time 2 hour. Yields the product FC=1C=C(C=CC1)[C@@](CCCCOC)(O)[C@H]1CN(CCC1)C(=O)NC(CNC)CC1(CCCCC1)O ((3R)-3-((S)-1-(3-fluorophenyl)-1-hydroxy-5-methoxypentyl)-N-(3-(1-hydroxycyclohexyl)-1-(methylamino)propan-2-yl)piperidine-1-carboxamide). The yield is 68.5%. RXN SMILES: [F:1][C:2]1[CH:3]=[C:4]([C@:8]([C@@H:16]2[CH2:21][CH2:20][CH2:19][N:18]([C:22]([NH:24][CH:25]([CH2:38][C:39]3([OH:45])[CH2:44][CH2:43][CH2:42][CH2:41][CH2:40]3)[CH2:26][N:27](C)[C:28](OCC[Si](C)(C)C)=O)=[O:23])[CH2:17]2)([OH:15])[CH2:9][CH2:10][CH2:11][CH2:12][O:13][CH3:14])[CH:5]=[CH:6][CH:7]=1.[N+](CC)(CC)(CC)CC.[F-]>C1COCC1>[F:1][C:2]1[CH:3]=[C:4]([C@:8]([C@@H:16]2[CH2:21][CH2:20][CH2:19][N:18]([C:22]([NH:24][CH:25]([CH2:38][C:39]3([OH:45])[CH2:40][CH2:41][CH2:42][CH2:43][CH2:44]3)[CH2:26][NH:27][CH3:28])=[O:23])[CH2:17]2)([OH:15])[CH2:9][CH2:10][CH2:11][CH2:12][O:13][CH3:14])[CH:5]=[CH:6][CH:7]=1 |f:1.2|. Reported procedure: To a solution of (3R)-3-((S)-1-(3-fluorophenyl)-1-hydroxy-5-methoxypentyl)-N-(3-(1-hydroxycyclohexyl)-1-(N-methyl-N-(2-(trimethylsilyl)ethoxycarbonyl)amino)propan-2-yl)-piperidine-1-carboxamide (17.8 mg, mmol) in anhydrous THF (1 mL) was added Et4NF (3 mg). The solution was stirred at 45° C. for 2 h and evaporated under reduced pressure. The residue was purified by prep HPLC to give (3R)-3-((S)-1-(3-fluorophenyl)-1-hydroxy-5-methoxypentyl)-N-(3-(1-hydroxycyclohexyl)-1-(methylamino)propan-2-yl)pi...